From a dataset of the Open Reaction Database (ORD), a public repository of structured organic reaction records. describe an organic reaction: reactants, conditions, products, and yield The reactants are BrCC1=CC=C(C(=O)O)C=C1 (4-(bromomethyl)benzoic acid), C(C)(C)(C)O (t-butyl alcohol), [O-]S(=O)(=O)[O-].[Mg+2] (MgSO4), S(O)(O)(=O)=O (sulphuric acid). The solvent is ClCCl (dichloromethane). Reaction conditions: time 14 day. Product: BrCC1=CC=C(C(=O)OC(C)(C)C)C=C1 (t-butyl 4-(bromomethyl)benzoate). Isolated yield 39.5%. As a reaction SMILES: [Br:1][CH2:2][C:3]1[CH:11]=[CH:10][C:6]([C:7]([OH:9])=[O:8])=[CH:5][CH:4]=1.[C:12](O)([CH3:15])([CH3:14])[CH3:13].[O-]S([O-])(=O)=O.[Mg+2].S(=O)(=O)(O)O>ClCCl>[Br:1][CH2:2][C:3]1[CH:11]=[CH:10][C:6]([C:7]([O:9][C:12]([CH3:15])([CH3:14])[CH3:13])=[O:8])=[CH:5][CH:4]=1 |f:2.3|. Procedure: This compound was prepared from 4-(bromomethyl)benzoic acid (2.15 g; 10.0 mmol), t-butyl alcohol (4.8 mL; 50 mmol), anhydrous MgSO4 (4.8 g; 40 mmol), and concentrated sulphuric acid in dichloromethane (40 mL) as described in Example 6a. After 14 days, the mixture was worked up as described in Example 6a. 1.07 g (39%) product was obtained (white solid). The product was used in 7b without further purification. Starting materials: [NH4+].[OH-] (NH4OH), C(C=1C(N)=CC=CC1)(=O)N (anthranilamide), Cl.Cl.C(CC1=CC=CC=C1)N1CCN(CC1)CCCl (4-phenethylpiperazinoethyl chloride dihydrochloride), C(C)(=O)[O-].[Na+] (sodium acetate). Solvent: O (water), O (water). The product is Cl.C(CC1=CC=CC=C1)N1CCN(CC1)CCNC1=C(C(=O)N)C=CC=C1 (2-[2-(4-phenethyl-1-piperazinyl)ethylamino]benzamide hydrochloride). Isolated yield 23.7%. Reaction SMILES: [C:1]([NH2:10])(=[O:9])[C:2]1[C:3](=[CH:5][CH:6]=[CH:7][CH:8]=1)[NH2:4].Cl.Cl.[CH2:13]([N:21]1[CH2:26][CH2:25][N:24]([CH2:27][CH2:28][Cl:29])[CH2:23][CH2:22]1)[CH2:14][C:15]1[CH:20]=[CH:19][CH:18]=[CH:17][CH:16]=1.C([O-])(=O)C.[Na+].[NH4+].[OH-]>O>[ClH:29].[CH2:13]([N:21]1[CH2:26][CH2:25][N:24]([CH2:27][CH2:28][NH:4][C:3]2[CH:5]=[CH:6][CH:7]=[CH:8][C:2]=2[C:1]([NH2:10])=[O:9])[CH2:23][CH2:22]1)[CH2:14][C:15]1[CH:16]=[CH:17][CH:18]=[CH:19][CH:20]=1 |f:1.2.3,4.5,6.7,9.10|. Procedure details: A mixture of 13.6 g anthranilamide, 34.5 g 4-phenethylpiperazinoethyl chloride dihydrochloride, 17.5 g sodium acetate, and 50 ml water was refluxed for 24 hours, 50 ml water and 50 ml NH4OH was added and the mixture cooled. The liquid was decanted and the oily solid dissolved in 100 ml propanol, 200 ml water added and the solid filtered. The solid was dissolved in 2 liters of dry ether, acidified with dry HCl gas and filtered. The HCl salt was recrystallized from propanol to give 9.2 g product. Starting materials: ClC(Cl)(Cl)Cl, O=[N+]([O-])O, Oc1cc(Cl)ccc1Cl. The product is O=[N+]([O-])c1cc(Cl)c(O)cc1Cl. As a reaction SMILES: [Cl:14][C:15]([Cl:16])([Cl:17])[Cl:18].[OH:10][N+:11]([O-:12])=[O:13].[OH:1][c:2]1[cH:3][c:4]([Cl:5])[cH:6][cH:7][c:8]1[Cl:9]>>[OH:1][c:2]1[cH:3][c:4]([Cl:5])[c:6]([N+:11](=[O:10])[O-:12])[cH:7][c:8]1[Cl:9]. Starting materials: Cc1cc(-c2c(Cl)cccc2Cl)cc2nnc(Nc3ccc(S(=O)(=O)N4CCN(C(=O)OC(C)(C)C)CC4)cc3)nc12, ClCCl, O=C(O)C(F)(F)F. Product: O=C(O)C(F)(F)F, Cc1cc(-c2c(Cl)cccc2Cl)cc2nnc(Nc3ccc(S(=O)(=O)N4CCNCC4)cc3)nc12. RXN SMILES: [C:1]([O:2][C:3](=[O:4])[N:8]1[CH2:9][CH2:10][N:11]([S:14](=[O:15])(=[O:16])[c:17]2[cH:18][cH:19][c:20]([NH:23][c:24]3[n:25][n:26][c:27]4[c:28]([n:29]3)[c:30]([CH3:42])[cH:31][c:32](-[c:34]3[c:35]([Cl:41])[cH:36][cH:37][cH:38][c:39]3[Cl:40])[cH:33]4)[cH:21][cH:22]2)[CH2:12][CH2:13]1)([CH3:5])([CH3:6])[CH3:7].[Cl:50][CH2:51][Cl:52].[F:43][C:44]([C:45](=[O:46])[OH:47])([F:48])[F:49]>>[F:43][C:44]([C:45](=[O:46])[OH:47])([F:48])[F:49].[NH:8]1[CH2:9][CH2:10][N:11]([S:14](=[O:15])(=[O:16])[c:17]2[cH:18][cH:19][c:20]([NH:23][c:24]3[n:25][n:26][c:27]4[c:28]([n:29]3)[c:30]([CH3:42])[cH:31][c:32](-[c:34]3[c:35]([Cl:41])[cH:36][cH:37][cH:38][c:39]3[Cl:40])[cH:33]4)[cH:21][cH:22]2)[CH2:12][CH2:13]1. Reactants: COC(=O)C#CC(=O)OC (dimethylacetylene dicarboxylate), ClC1=C(C(=CC(=C1)C(F)(F)F)Cl)NN (2,6-dichloro-4-trifluoromethylphenylhydrazine), C[O-].[Na+] (sodium methoxide), [Na] (sodium). The solvent is CO (methanol), CO (methanol). Conditions: time 2.5 hour. Yields the product ClC1=C(C(=CC(=C1)C(F)(F)F)Cl)N1NC(=CC1=O)C(=O)OC (1-(2,6-dichloro-4-trifluoromethylphenyl)-3-(methoxycarbonyl)-pyrazol-5-one). Isolated yield 65.0%. As a reaction SMILES: [Cl:1][C:2]1[CH:7]=[C:6]([C:8]([F:11])([F:10])[F:9])[CH:5]=[C:4]([Cl:12])[C:3]=1[NH:13][NH2:14].[CH3:15][O:16][C:17]([C:19]#[C:20][C:21](OC)=[O:22])=[O:18].C[O-].[Na+].[Na]>CO>[Cl:1][C:2]1[CH:7]=[C:6]([C:8]([F:9])([F:11])[F:10])[CH:5]=[C:4]([Cl:12])[C:3]=1[N:13]1[C:21](=[O:22])[CH:20]=[C:19]([C:17]([O:16][CH3:15])=[O:18])[NH:14]1 |f:2.3,^1:27|. Procedure details: To a solution of 30.1 g (0.123 mole) of 2,6-dichloro-4-trifluoromethylphenylhydrazine in 75 ml of methanol was added dropwise with stirring a solution of 18.5 g (0.13 mole) of dimethylacetylene dicarboxylate dissolved in 75 ml of methanol. The reaction mixture was stirred for 2.5 hrs. at 10°-20° C. The brown mixture was then added slowly, over a period of 50 min., to a stirred solution of sodium methoxide (made by dissolving 11.0 g (0.478 mole) of sodium in 400 ml of anhydrous methanol). After s...